Dataset: the Open Reaction Database (ORD), a public repository of structured organic reaction records. Task: describe an organic reaction: reactants, conditions, products, and yield Starting materials: O=C(Cl)c1ccc(Cl)cc1, NC(Cc1c[nH]c2ccccc12)C(=O)O. The product is O=C(NC(Cc1c[nH]c2ccccc12)C(=O)O)c1ccc(Cl)cc1. RXN SMILES: [Cl:16][C:17](=[O:18])[c:19]1[cH:20][cH:21][c:22]([Cl:23])[cH:24][cH:25]1.[NH2:1][CH:2]([CH2:3][c:4]1[cH:5][nH:6][c:7]2[cH:8][cH:9][cH:10][cH:11][c:12]12)[C:13](=[O:14])[OH:15]>>[NH:1]([CH:2]([CH2:3][c:4]1[cH:5][nH:6][c:7]2[cH:8][cH:9][cH:10][cH:11][c:12]12)[C:13](=[O:14])[OH:15])[C:17](=[O:18])[c:19]1[cH:20][cH:21][c:22]([Cl:23])[cH:24][cH:25]1. Reactants: BrC1CC(S(C1)(=O)=O)COCC1=CC=CC=C1 (4-Bromotetrahydro-2-[(phenylmethoxy)methyl]thiophene 1,1-dioxide), B(Cl)(Cl)Cl (boron trichloride). The solvent is C(Cl)Cl (methylene chloride). Reaction conditions: temperature 0 celsius, time 1 hour. Yields the product BrC=1C=C(S(C1)(=O)=O)CO (4-Bromo-2-thiophenemethanol 1,1-dioxide). Isolated yield 86.2%. RXN SMILES: [Br:1][CH:2]1[CH2:6][S:5](=[O:8])(=[O:7])[CH:4]([CH2:9][O:10]CC2C=CC=CC=2)[CH2:3]1.B(Cl)(Cl)Cl>C(Cl)Cl>[Br:1][C:2]1[CH:3]=[C:4]([CH2:9][OH:10])[S:5](=[O:8])(=[O:7])[CH:6]=1. Procedure details: To a -78° C. solution, under argon, of 4.23 g of product from Example 175 in 28 ml of dry methylene chloride is added, dropwise, 17.2 ml of 1M boron trichloride. The reaction mixture is warmed to 0° C. and stirred for 1 hour. The reaction is quenched with methyl alcohol, concentrated in vacuo and chromatographed (silica gel: 0-30% ethyl acetate/hexane) to give 2.57 g of the desired product (1:1 mixture of isomers). Starting materials: FC=1C=C2C=CC=NC2=CC1 (6-fluoroquinoline), N1=C(C)C=CC2=CC=CC=C12 (quinaldine), II (iodine). The solvent is ClC1=CC=CC=C1 (chlorobenzene). Conditions: temperature 100 celsius. Yields the product [I-].FC1=CC=2C=CC3=[N+](C2C=C1)C=C1N3C=3C=CC=CC3C=C1 (3-Fluoroimidazo[1,2-a: 3,4-a']diquinolin-15-ium Iodide). As a reaction SMILES: [F:1][C:2]1[CH:3]=[C:4]2[C:9](=[CH:10][CH:11]=1)[N:8]=[CH:7][CH:6]=[CH:5]2.[N:12]1[C:22]2[C:17](=[CH:18][CH:19]=[CH:20][CH:21]=2)[CH:16]=[CH:15][C:13]=1[CH3:14].[I:23]I>ClC1C=CC=CC=1>[I-:23].[F:1][C:2]1[CH:11]=[CH:10][C:9]2[N+:8]3[CH:14]=[C:13]4[CH:15]=[CH:16][C:17]5[CH:18]=[CH:19][CH:20]=[CH:21][C:22]=5[N:12]4[C:7]=3[CH:6]=[CH:5][C:4]=2[CH:3]=1 |f:4.5|. Procedure details: A mixture of 294 g. of 6-fluoroquinoline, 74.6 g. of quinaldine, 1.7 l. of chlorobenzene and 254 g. of iodine is stirred for 2 hours at 20°-25° C., then stirred and heated at 100° C. for 4 days. About 1 l. of solvent is removed by evaporation at reduced pressure and the residue is cooled to 0°-5° C. The precipitate is collected, washed with cold chlorobenzene, dried and pulverized. The finely divided solid is suspended with stirring and cooling in 500 ml. of methanol and 55 ml. of hydrazine is a...